Task: describe an organic reaction: reactants, conditions, products, and yield. Dataset: the Open Reaction Database (ORD), a public repository of structured organic reaction records Starting materials: [H-].[Al+3].[Li+].[H-].[H-].[H-] (lithium aluminum hydride), COC(C)(C)OC (2,2-dimethoxypropane), CC1([C@@H]2CC[C@]1(C(=O)C2)CS(=O)(=O)O)C (DL-10-camphorsulfonic acid), O=C1OC(C2=CC(=CC=C12)C(=O)O)=O (1,3-dioxo-1,3-dihydroisobenzofuran-5-carboxylic acid), [H-].[Al+3].[Li+].[H-].[H-].[H-] (lithium aluminum hydride). The solvent is O (water), O1CCCC1 (tetrahydrofuran), CC(=O)C (acetone), [OH-].[Na+] (sodium hydroxide), C(C)(=O)OCC (ethyl acetate), CN(C=O)C (N,N-dimethylformamide). Run at time 1 day. Yields the product CC1(OCC2=C(CO1)C=C(C=C2)CO)C ((7,7-dimethyl-5,9-dihydro-6,8-dioxabenzocyclohepten-2-yl)methanol). RXN SMILES: [H-].[Al+3].[Li+].[H-].[H-].[H-].O=[C:8]1[C:16]2[C:11](=[CH:12][C:13]([C:17]([OH:19])=O)=[CH:14][CH:15]=2)[C:10](=[O:20])[O:9]1.CO[C:23](OC)([CH3:25])[CH3:24].CC1(C)[C@]2(CS(O)(=O)=O)C(C[C@H]1CC2)=O>O1CCCC1.CN(C)C=O.[OH-].[Na+].CC(C)=O.O.C(OCC)(=O)C>[CH3:24][C:23]1([CH3:25])[O:20][CH2:10][C:11]2[CH:12]=[C:13]([CH2:17][OH:19])[CH:14]=[CH:15][C:16]=2[CH2:8][O:9]1 |f:0.1.2.3.4.5,11.12|. Procedure details: To a suspension of 25.1 g (661 mM) of lithium aluminum hydride in 1300 ml of tetrahydrofuran was added 50.77 g (264.2 mM) of 1,3-dioxo-1,3-dihydroisobenzofuran-5-carboxylic acid (trimellitic anhydride) in small portions under ice-cooling and the mixture was stirred at room temperature for one day. To this reaction mixture was added ethyl acetate with ice-cooling to decompose the excess lithium aluminum hydride and water was added until a white precipitate had formed. The precipitate was filtered... Reactants: FC1=CC=C(C=C1)SC1=C(C=CC=C1)C1(CCNCC1)C(=O)O (4-[2-(4-fluorophenylthio)phenyl]piperidine-4-carboxylic acid), C(C)(=O)OC(C)=O (acetic anhydride). Solvent: N1=CC=CC=C1 (pyridine). Yields the product C(C)(=O)N1CCC(CC1)(C(=O)O)C1=C(C=CC=C1)SC1=CC=C(C=C1)F (1-acetyl-4-[2-(4-fluorophenylthio)phenyl]piperidine-4-carboxylic acid). Reaction SMILES: [F:1][C:2]1[CH:7]=[CH:6][C:5]([S:8][C:9]2[CH:14]=[CH:13][CH:12]=[CH:11][C:10]=2[C:15]2([C:21]([OH:23])=[O:22])[CH2:20][CH2:19][NH:18][CH2:17][CH2:16]2)=[CH:4][CH:3]=1.[C:24](OC(=O)C)(=[O:26])[CH3:25]>N1C=CC=CC=1>[C:24]([N:18]1[CH2:17][CH2:16][C:15]([C:10]2[CH:11]=[CH:12][CH:13]=[CH:14][C:9]=2[S:8][C:5]2[CH:6]=[CH:7][C:2]([F:1])=[CH:3][CH:4]=2)([C:21]([OH:23])=[O:22])[CH2:20][CH2:19]1)(=[O:26])[CH3:25]. Procedure details: A mixture of 0.7 g of 4-[2-(4-fluorophenylthio)phenyl]piperidine-4-carboxylic acid and 0.83 ml of acetic anhydride in 4.2 ml of pyridine is stirred at reflux for 4 hours. Thereafter, the excess pyridine is removed by rotary evaporation and the residue is taken up in 10 ml of water, where it is treated with 10 ml of 1 N hydrochloric acid. The acidic mixture is extracted thrice with 20 ml portions of an ether-benzene (1:1) mixture and the combined extracts are successively washed twice with 40 ml ... Starting materials: FCCCCBr, O=C([O-])O, CS(C)=O, CO, C=CCn1c(Cl)nc2[nH]c(=O)[nH]c(=O)c21, [Na+]. The product is C=CCn1c(Cl)nc2c1c(=O)[nH]c(=O)n2CCCCF. As a reaction SMILES: [Br:21][CH2:22][CH2:23][CH2:24][CH2:25][F:26].[C:16](=[O:17])([OH:18])[O-:19].[CH3:27][S:28]([CH3:29])=[O:30].[CH3:31][OH:32].[Cl:1][c:2]1[n:3][c:4]2[nH:5][c:6](=[O:15])[nH:7][c:8](=[O:14])[c:9]2[n:10]1[CH2:11][CH:12]=[CH2:13].[Na+:20]>>[Cl:1][c:2]1[n:3][c:4]2[n:5]([CH2:22][CH2:23][CH2:24][CH2:25][F:26])[c:6](=[O:15])[nH:7][c:8](=[O:14])[c:9]2[n:10]1[CH2:11][CH:12]=[CH2:13]. Reactants: C1CCC2=NCCCN2CC1, Cc1ccc(CN)nc1, COCCOC, Cl, Cl, CS(=O)c1nc(N)nc(-c2cc(Br)co2)c1C#N. Product: Cc1ccc(CNc2nc(N)nc(-c3cc(Br)co3)c2C#N)nc1. As a reaction SMILES: [CH2:30]1[CH2:31][CH2:32][C:33]2=[N:38][CH2:37][CH2:36][CH2:35][N:34]2[CH2:39][CH2:40]1.[CH3:21][c:22]1[cH:23][cH:24][c:25]([CH2:28][NH2:29])[n:26][cH:27]1.[CH3:41][O:42][CH2:43][CH2:44][O:45][CH3:46].[ClH:19].[ClH:20].[NH2:1][c:2]1[n:3][c:4]([S:16]([CH3:17])=[O:18])[c:5]([C:14]#[N:15])[c:6](-[c:8]2[o:9][cH:10][c:11]([Br:13])[cH:12]2)[n:7]1>>[NH2:1][c:2]1[n:3][c:4]([NH:29][CH2:28][c:25]2[cH:24][cH:23][c:22]([CH3:21])[cH:27][n:26]2)[c:5]([C:14]#[N:15])[c:6](-[c:8]2[o:9][cH:10][c:11]([Br:13])[cH:12]2)[n:7]1.